This data is from the Open Reaction Database (ORD), a public repository of structured organic reaction records. The task is: describe an organic reaction: reactants, conditions, products, and yield Starting materials: O=[Ag], Cc1ccccc1, COC(=O)c1ccc(CCl)cc1, O=[N+]([O-])c1cc(C(F)(F)F)cnc1O. The product is COC(=O)c1ccc(COc2ncc(C(F)(F)F)cc2[N+](=O)[O-])cc1. As a reaction SMILES: [Ag:34]=[O:35].[CH3:27][c:28]1[cH:29][cH:30][cH:31][cH:32][cH:33]1.[Cl:15][CH2:16][c:17]1[cH:18][cH:19][c:20]([C:21](=[O:22])[O:23][CH3:24])[cH:25][cH:26]1.[OH:1][c:2]1[n:3][cH:4][c:5]([C:11]([F:12])([F:13])[F:14])[cH:6][c:7]1[N+:8](=[O:9])[O-:10]>>[O:1]([c:2]1[n:3][cH:4][c:5]([C:11]([F:12])([F:13])[F:14])[cH:6][c:7]1[N+:8](=[O:9])[O-:10])[CH2:16][c:17]1[cH:18][cH:19][c:20]([C:21](=[O:22])[O:23][CH3:24])[cH:25][cH:26]1. The reactants are ClCCC(=O)N1C2=C(N(C(C3=C1C=CC=C3)=O)C)C=CC=C2 (5-(3-chloro-propionyl)-5,10-dihydro-10-methyl-11H-dibenzo[b,e][1,4]diazepin-11-one), N1CCOCC1 (morpholine). Run in C(C)(C)O (isopropanol). Product: Cl.CN1C2=C(N(C3=C(C1=O)C=CC=C3)C(CCN3CCOCC3)=O)C=CC=C2 (5,10-Dihydro-10-methyl-5-[3-morpholino-propionyl]-11H-dibenzo[b,e][1,4]diazepin-11-one hydrochloride). As a reaction SMILES: [Cl:1][CH2:2][CH2:3][C:4]([N:6]1[C:12]2[CH:13]=[CH:14][CH:15]=[CH:16][C:11]=2[C:10](=[O:17])[N:9]([CH3:18])[C:8]2[CH:19]=[CH:20][CH:21]=[CH:22][C:7]1=2)=[O:5].[NH:23]1[CH2:28][CH2:27][O:26][CH2:25][CH2:24]1>C(O)(C)C>[ClH:1].[CH3:18][N:9]1[C:10](=[O:17])[C:11]2[CH:16]=[CH:15][CH:14]=[CH:13][C:12]=2[N:6]([C:4](=[O:5])[CH2:3][CH2:2][N:23]2[CH2:28][CH2:27][O:26][CH2:25][CH2:24]2)[C:7]2[CH:22]=[CH:21][CH:20]=[CH:19][C:8]1=2 |f:3.4|. Procedure details: 6.3 gm (0.02 mol) of 5-(3-chloro-propionyl)-5,10-dihydro-10-methyl-11H-dibenzo[b,e][1,4]diazepin-11-one and 10 gm (0.11 mol) of morpholine were refluxed in 200 ml of isopropanol for 3 hours. After distilling off the solvent, the residue was dissolved in methylene chloride, and the solution was washed with water and evaporated in vacuo. The residue was dissolved in ethanol, and the solution was adjusted to pH 4 with hydrochloric acid. The resulting hydrochloride was recrystallized from isopropano...